The task is: describe an organic reaction: reactants, conditions, products, and yield. This data is from the Open Reaction Database (ORD), a public repository of structured organic reaction records. The reactants are CC(=O)[O-], CON, CCO, Cl, Cl, CC(=O)c1cc(C(F)(F)F)cc(C(F)(F)F)c1, [Mg+2], [Na+], O=S(=O)([O-])[O-], O. As a reaction SMILES: [CH3:23][C:24](=[O:25])[O-:26].[CH3:2][O:3][NH2:4].[CH3:34][CH2:35][OH:36].[ClH:1].[ClH:33].[F:5][C:6]([c:7]1[cH:8][c:9]([C:17]([CH3:18])=[O:19])[cH:10][c:11]([C:13]([F:14])([F:15])[F:16])[cH:12]1)([F:20])[F:21].[Mg+2:27].[Na+:22].[O-:28][S:29]([O-:30])(=[O:31])=[O:32].[OH2:37]>>[ClH:1].[NH2:4][CH:17]([c:9]1[cH:8][c:7]([C:6]([F:5])([F:20])[F:21])[cH:12][c:11]([C:13]([F:14])([F:15])[F:16])[cH:10]1)[CH3:18]. Product: Cl, CC(N)c1cc(C(F)(F)F)cc(C(F)(F)F)c1. The reactants are C1(CC1)COC1CCNCC1 (4-(cyclopropylmethoxy)piperidine), N1(CCNCC1)C=1C=CC=2N(N1)C(=NN2)C(F)(F)F (6-(piperazin-1-yl)-3-(trifluoromethyl)-[1,2,4]triazolo[4,3-b]pyridazine). The product is C1(CC1)COC1CCN(CC1)C=1C=CC=2N(N1)C(=NN2)C(F)(F)F (6-[4-(cyclopropylmethoxy)piperidin-1-yl]-3-(trifluoromethyl)[1,2,4]triazolo[4,3-b]pyridazine). Isolated yield 69.0%. As a reaction SMILES: [CH:1]1([CH2:4][O:5][CH:6]2[CH2:11][CH2:10][NH:9][CH2:8][CH2:7]2)[CH2:3][CH2:2]1.N1([C:18]2[CH:19]=[CH:20][C:21]3[N:22]([C:24]([C:27]([F:30])([F:29])[F:28])=[N:25][N:26]=3)[N:23]=2)CCNCC1>>[CH:1]1([CH2:4][O:5][CH:6]2[CH2:11][CH2:10][N:9]([C:18]3[CH:19]=[CH:20][C:21]4[N:22]([C:24]([C:27]([F:28])([F:30])[F:29])=[N:25][N:26]=4)[N:23]=3)[CH2:8][CH2:7]2)[CH2:2][CH2:3]1. Procedure: A mixture of 4-(cyclopropylmethoxy)piperidine and 6-(piperazin-1-yl)-3-(trifluoromethyl)-[1,2,4]triazolo[4,3-b]pyridazine was allowed to react by an analogous method to Example 216 to give 6-[4-(cyclopropylmethoxy)piperidin-1-yl]-3-(trifluoromethyl)[1,2,4]triazolo[4,3-b]pyridazine in 69% yield. The reactants are C(#N)[C@@H]1CC[C@H](CC1)C(=O)OC(C)OC(=O)[C@@H]1CC[C@H](CC1)C#N (1,1-Ethandiol bis-(trans-4-cyanocyclohexanecarboxylate)), C(Cl)(Cl)Cl (chloroform). Reagents/catalysts: [Pt]=O (Platinum oxide). Solvent: C(C)O (ethanol). Reaction conditions: time 15 hour. Yields the product Cl.Cl.NC[C@@H]1CC[C@H](CC1)C(=O)OC(C)OC(=O)[C@@H]1CC[C@H](CC1)CN (1,1-Ethandiol bis-(trans-4-aminomethylcyclohexanecarboxylate) dihydrochloride). RXN SMILES: [C:1]([C@H:3]1[CH2:8][CH2:7][C@H:6]([C:9]([O:11][CH:12]([O:14][C:15]([C@H:17]2[CH2:22][CH2:21][C@H:20]([C:23]#[N:24])[CH2:19][CH2:18]2)=[O:16])[CH3:13])=[O:10])[CH2:5][CH2:4]1)#[N:2].C(Cl)(Cl)[Cl:26]>C(O)C.[Pt]=O>[ClH:26].[ClH:26].[NH2:2][CH2:1][C@H:3]1[CH2:8][CH2:7][C@H:6]([C:9]([O:11][CH:12]([O:14][C:15]([C@H:17]2[CH2:18][CH2:19][C@H:20]([CH2:23][NH2:24])[CH2:21][CH2:22]2)=[O:16])[CH3:13])=[O:10])[CH2:5][CH2:4]1 |f:4.5.6|. Reported procedure: 1,1-Ethandiol bis-(trans-4-cyanocyclohexanecarboxylate) (6 g) was dissolved in a mixture of anhydrous ethanol and chloroform. Platinum oxide (1 g) was added and the mixture was hydrogenated at 3.1 MPa at 22° C. for 15 h. The catalyst was filtered off and the solvent evaporated. The product was crystallized from a mixture of 2-propanol and methanol. Yield 5.5 g, m.p. 260° C. Reagents/catalysts: CN(C)C=1C=CN=CC1 (DMAP). Procedure details: DMAP (60 mg, 0.49 mmol), p-anisidine (66 mg, 0.54 mmol) and DIC (0.084 mL, 0.54 mmol) were added to the solution of crude [3-(tert-butoxycarbonyl)-8,9-dichloro-2,3,4,5-tetrahydroazepino[4,5-b]indol-6(1H)-yl]acetic acid (0.20 g, 0.48 mmol) in dry THF (2.5 mL). After 18 h, the reaction was diluted with EtOAc and washed with 10% aqueous citric acid, saturated aqueous NaHCO3, and brine. The organic layer was then dried over Na2SO4, decanted, and concentrated. The crude product was first purified by ... Reactants: COC1=CC=C(C=C1)N (p-anisidine), CC(N=C=NC(C)C)C (DIC), C(C)(C)(C)OC(=O)N1CCC=2N(C=3C=C(C(=CC3C2CC1)Cl)Cl)CC(=O)O ([3-(tert-butoxycarbonyl)-8,9-dichloro-2,3,4,5-tetrahydroazepino[4,5-b]indol-6(1H)-yl]acetic acid). The yield is 32.6%. RXN SMILES: [CH3:1][O:2][C:3]1[CH:8]=[CH:7][C:6]([NH2:9])=[CH:5][CH:4]=1.CC(C)N=C=NC(C)C.[C:19]([O:23][C:24]([N:26]1[CH2:39][CH2:38][C:37]2[C:36]3[CH:35]=[C:34]([Cl:40])[C:33]([Cl:41])=[CH:32][C:31]=3[N:30]([CH2:42][C:43](O)=[O:44])[C:29]=2[CH2:28][CH2:27]1)=[O:25])([CH3:22])([CH3:21])[CH3:20]>CN(C1C=CN=CC=1)C.C1COCC1.CCOC(C)=O>[Cl:41][C:33]1[C:34]([Cl:40])=[CH:35][C:36]2[C:37]3[CH2:38][CH2:39][N:26]([C:24]([O:23][C:19]([CH3:21])([CH3:20])[CH3:22])=[O:25])[CH2:27][CH2:28][C:29]=3[N:30]([CH2:42][C:43]([NH:9][C:6]3[CH:7]=[CH:8][C:3]([O:2][CH3:1])=[CH:4][CH:5]=3)=[O:44])[C:31]=2[CH:32]=1. Solvent: C1CCOC1 (THF), CCOC(=O)C (EtOAc). Yields the product ClC=1C(=CC=2C3=C(N(C2C1)CC(=O)NC1=CC=C(C=C1)OC)CCN(CC3)C(=O)OC(C)(C)C)Cl (tert-Butyl 8,9-dichloro-6-[2-(4-methoxyanilino)-2-oxoethyl]-1,4,5,6-tetrahydroazepino[4,5-b]indole-3(2H)-carboxylate). Run at time 18 hour.